This data is from the Open Reaction Database (ORD), a public repository of structured organic reaction records. The task is: describe an organic reaction: reactants, conditions, products, and yield The reactants are CN(C)c1cccc(C2(O)CCC(=O)CC2)c1, O=C(CNC(=O)c1cccc(C(F)(F)F)c1)NC1CNC1. The product is CN(C)c1cccc(C2(O)CCC(N3CC(NC(=O)CNC(=O)c4cccc(C(F)(F)F)c4)C3)CC2)c1. Reaction SMILES: [CH3:1][N:2]([c:3]1[cH:4][c:5]([C:9]2([OH:16])[CH2:10][CH2:11][C:12](=[O:15])[CH2:13][CH2:14]2)[cH:6][cH:7][cH:8]1)[CH3:17].[NH:18]1[CH2:19][CH:20]([NH:22][C:23](=[O:24])[CH2:25][NH:26][C:27]([c:28]2[cH:29][c:30]([C:34]([F:35])([F:36])[F:37])[cH:31][cH:32][cH:33]2)=[O:38])[CH2:21]1>>[CH3:1][N:2]([c:3]1[cH:4][c:5]([C:9]2([OH:16])[CH2:10][CH2:11][CH:12]([N:18]3[CH2:19][CH:20]([NH:22][C:23](=[O:24])[CH2:25][NH:26][C:27]([c:28]4[cH:29][c:30]([C:34]([F:35])([F:36])[F:37])[cH:31][cH:32][cH:33]4)=[O:38])[CH2:21]3)[CH2:13][CH2:14]2)[cH:6][cH:7][cH:8]1)[CH3:17]. Procedure: 2-(2,6-Dichloro-4-nitro-phenyl)-N-(3-formyl-pyridin-4-yl)-acetamide (3.0 g, 8.47 mmol) is dissolved in dry methanol (240 mL). Na2CO3 (1.80 g, 16.94 mmol) is added. The reaction is refluxed for 30 minutes, diluted by ethyl acetate (210 mL) and filtered. The solvents are evaporated to give crude product, which is recrystallized by ethyl acetate/hexanes to give 3-(2,6-dichloro-4-nitro-phenyl)-1H-[1,6]-naphthyridin-2-one as a slightly yellow solid (3.07 g). Product: ClC1=C(C(=CC(=C1)[N+](=O)[O-])Cl)C=1C(NC2=CC=NC=C2C1)=O (3-(2,6-dichloro-4-nitro-phenyl)-1H-[1,6]-naphthyridin-2-one), solid. RXN SMILES: [Cl:1][C:2]1[CH:7]=[C:6]([N+:8]([O-:10])=[O:9])[CH:5]=[C:4]([Cl:11])[C:3]=1[CH2:12][C:13]([NH:15][C:16]1[CH:21]=[CH:20][N:19]=[CH:18][C:17]=1[CH:22]=O)=[O:14].C([O-])([O-])=O.[Na+].[Na+].C(OCC)(=O)C>CO>[Cl:1][C:2]1[CH:7]=[C:6]([N+:8]([O-:10])=[O:9])[CH:5]=[C:4]([Cl:11])[C:3]=1[C:12]1[C:13](=[O:14])[NH:15][C:16]2[C:17]([CH:22]=1)=[CH:18][N:19]=[CH:20][CH:21]=2 |f:1.2.3|. Solvent: CO (methanol). Reactants: ClC1=C(C(=CC(=C1)[N+](=O)[O-])Cl)CC(=O)NC1=C(C=NC=C1)C=O (2-(2,6-Dichloro-4-nitro-phenyl)-N-(3-formyl-pyridin-4-yl)-acetamide), C(C)(=O)OCC (ethyl acetate), C(=O)([O-])[O-].[Na+].[Na+] (Na2CO3). Starting materials: COC(=O)c1cc(Oc2ccc3c(c2)COB3O)ccc1C#N, CO, Cl, [Na+], [OH-]. Yields the product COC(=O)c1cc(Oc2ccc3c(c2)COB3O)ccc1C(N)=O. RXN SMILES: [C:1](#[N:2])[c:3]1[c:4]([C:20](=[O:21])[O:22][CH3:23])[cH:5][c:6]([O:7][c:8]2[cH:9][cH:10][c:11]3[c:12]([cH:17]2)[CH2:13][O:14][B:15]3[OH:16])[cH:18][cH:19]1.[CH3:27][OH:28].[ClH:26].[Na+:25].[OH-:24]>>[C:1]([NH2:2])([c:3]1[c:4]([C:20](=[O:21])[O:22][CH3:23])[cH:5][c:6]([O:7][c:8]2[cH:9][cH:10][c:11]3[c:12]([cH:17]2)[CH2:13][O:14][B:15]3[OH:16])[cH:18][cH:19]1)=[O:24].